Dataset: the Open Reaction Database (ORD), a public repository of structured organic reaction records. Task: describe an organic reaction: reactants, conditions, products, and yield The product is CCCCCCCC=Cc1ccc(C#Cc2ccc(OCCCCCCCC)cc2)cc1F. Starting materials: CCCCCCCCOc1ccc(C#Cc2ccc(Br)c(F)c2)cc1, Cc1ccccc1, CCCCCCCC=CB(O)O, [Na+], [Na+], O=C([O-])[O-], O, c1ccc(P(c2ccccc2)(c2ccccc2)[Pd](P(c2ccccc2)(c2ccccc2)c2ccccc2)(P(c2ccccc2)(c2ccccc2)c2ccccc2)P(c2ccccc2)(c2ccccc2)c2ccccc2)cc1. As a reaction SMILES: [CH2:1]([CH2:2][CH2:3][CH2:4][CH2:5][CH2:6][CH2:7][CH3:8])[O:9][c:10]1[cH:11][cH:12][c:13]([C:16]#[C:17][c:18]2[cH:19][c:20]([F:25])[c:21]([Br:24])[cH:22][cH:23]2)[cH:14][cH:15]1.[CH3:26][c:27]1[cH:28][cH:29][cH:30][cH:31][cH:32]1.[CH:39](=[CH:40][CH2:41][CH2:42][CH2:43][CH2:44][CH2:45][CH2:46][CH3:47])[B:48]([OH:49])[OH:50].[Na+:33].[Na+:34].[O-:35][C:36](=[O:37])[O-:38].[OH2:128].[cH:51]1[cH:52][cH:53][c:54]([P:55]([Pd:56]([P:57]([c:58]2[cH:59][cH:60][cH:61][cH:62][cH:63]2)([c:64]2[cH:65][cH:66][cH:67][cH:68][cH:69]2)[c:70]2[cH:71][cH:72][cH:73][cH:74][cH:75]2)([P:76]([c:77]2[cH:78][cH:79][cH:80][cH:81][cH:82]2)([c:83]2[cH:84][cH:85][cH:86][cH:87][cH:88]2)[c:89]2[cH:90][cH:91][cH:92][cH:93][cH:94]2)[P:95]([c:96]2[cH:97][cH:98][cH:99][cH:100][cH:101]2)([c:102]2[cH:103][cH:104][cH:105][cH:106][cH:107]2)[c:108]2[cH:109][cH:110][cH:111][cH:112][cH:113]2)([c:114]2[cH:115][cH:116][cH:117][cH:118][cH:119]2)[c:120]2[cH:121][cH:122][cH:123][cH:124][cH:125]2)[cH:126][cH:127]1>>[CH2:1]([CH2:2][CH2:3][CH2:4][CH2:5][CH2:6][CH2:7][CH3:8])[O:9][c:10]1[cH:11][cH:12][c:13]([C:16]#[C:17][c:18]2[cH:19][c:20]([F:25])[c:21]([CH:39]=[CH:40][CH2:41][CH2:42][CH2:43][CH2:44][CH2:45][CH2:46][CH3:47])[cH:22][cH:23]2)[cH:14][cH:15]1. Reactants: C(C)(C)(C)C=1C=C(N(N1)C1=CC=C(C=C1)C)NC(OCC(Cl)(Cl)Cl)=O ((5-tert-butyl-2-p-tolyl-2H-pyrazol-3-yl)-carbamic acid, 2,2,2-trichloro-ethyl ester), C(C)(C)(C)OC(=O)N1CCC(CC1)NC1=NC=C(C=C1)N (4-(5-amino-pyridin-2-ylamino)-piperidine-1-carboxylic acid tert-butyl ester), C([O-])([O-])=O.[K+].[K+] (potassium carbonate). Solvent: C(C)#N (acetonitrile). Conditions: time 12 hour. Yields the product C(C)(C)(C)OC(=O)N1CCC(CC1)NC1=NC=C(C=C1)NC(=O)NC=1N(N=C(C1)C(C)(C)C)C1=CC=C(C=C1)C (4-{5-[3-(5-tert-butyl-2-p-tolyl-2H-pyrazol-3-yl)-ureido]-pyridin-2-ylamino}-piperidine-1-carboxylic acid tert-butyl ester). Reaction SMILES: [C:1]([C:5]1[CH:6]=[C:7]([NH:17][C:18](=O)[O:19]CC(Cl)(Cl)Cl)[N:8]([C:10]2[CH:15]=[CH:14][C:13]([CH3:16])=[CH:12][CH:11]=2)[N:9]=1)([CH3:4])([CH3:3])[CH3:2].[C:26]([O:30][C:31]([N:33]1[CH2:38][CH2:37][CH:36]([NH:39][C:40]2[CH:45]=[CH:44][C:43]([NH2:46])=[CH:42][N:41]=2)[CH2:35][CH2:34]1)=[O:32])([CH3:29])([CH3:28])[CH3:27].C(=O)([O-])[O-].[K+].[K+]>C(#N)C>[C:26]([O:30][C:31]([N:33]1[CH2:34][CH2:35][CH:36]([NH:39][C:40]2[CH:45]=[CH:44][C:43]([NH:46][C:18]([NH:17][C:7]3[N:8]([C:10]4[CH:15]=[CH:14][C:13]([CH3:16])=[CH:12][CH:11]=4)[N:9]=[C:5]([C:1]([CH3:4])([CH3:3])[CH3:2])[CH:6]=3)=[O:19])=[CH:42][N:41]=2)[CH2:37][CH2:38]1)=[O:32])([CH3:29])([CH3:27])[CH3:28] |f:2.3.4|. Procedure details: Add (5-tert-butyl-2-p-tolyl-2H-pyrazol-3-yl)-carbamic acid, 2,2,2-trichloro-ethyl ester (Preparation 38, 2.0 mmol, 0.8 g) over a solution of 4-(5-amino-pyridin-2-ylamino)-piperidine-1-carboxylic acid tert-butyl ester (2.0 mmol, 0.6 g) and potassium carbonate (2.20 mmol, 0.3 g) in acetonitrile (25 mL). Stir the solution for 12 hours at room temperature. Add water and extract with CH2Cl2. Combine the organic layers and wash with saturated aq. sodium chloride, dry over sodium sulfate, filter, and c... Reactants: COc1ccc(-c2cc(COS(C)(=O)=O)c(=O)n(CC3CC3)n2)cc1F, NCCO. Product: COc1ccc(-c2cc(CNCCO)c(=O)n(CC3CC3)n2)cc1F. As a reaction SMILES: [CH:1]1([CH2:4][n:5]2[n:6][c:7](-[c:18]3[cH:19][c:20]([F:26])[c:21]([O:24][CH3:25])[cH:22][cH:23]3)[cH:8][c:9]([CH2:12][O:13][S:14]([CH3:15])(=[O:16])=[O:17])[c:10]2=[O:11])[CH2:2][CH2:3]1.[NH2:27][CH2:28][CH2:29][OH:30]>>[CH:1]1([CH2:4][n:5]2[n:6][c:7](-[c:18]3[cH:19][c:20]([F:26])[c:21]([O:24][CH3:25])[cH:22][cH:23]3)[cH:8][c:9]([CH2:12][NH:27][CH2:28][CH2:29][OH:30])[c:10]2=[O:11])[CH2:2][CH2:3]1.